Dataset: the Open Reaction Database (ORD), a public repository of structured organic reaction records. Task: describe an organic reaction: reactants, conditions, products, and yield Reactants: C(C)(C)(C)OC(=O)N1C(=CC2=CC=CC=C12)B(O)O (N-tert-butoxycarbonylindole-2-boronic acid), C(O)([O-])=O.[Na+] (sodium hydrogencarbonate), tetrakis(triphenyl-phosphine)palladium[0], IC1=NN(C2=CC=C(C=C12)N(C(=O)OC(C)(C)C)S(=O)(=O)C1=CC=CC=C1)C(=O)OC(C)(C)C (tert-butyl 3-iodo-5-(N-tert-butoxycarbonylbenzenesulfonylamino)indazole-1-carboxylate). The solvent is CN(C=O)C (dimethylformamide). Reaction conditions: temperature 122 celsius. The product is N1C(=CC2=CC=CC=C12)C1=NNC2=CC=C(C=C12)NS(=O)(=O)C1=CC=CC=C1 (N-[3-(1H-indol-2-yl)-1H-indazol-5-yl]benzenesulfonamide). Isolated yield 66.3%. As a reaction SMILES: C(OC([N:8]1[C:16]2[C:11](=[CH:12][CH:13]=[CH:14][CH:15]=2)[CH:10]=[C:9]1B(O)O)=O)(C)(C)C.C(=O)([O-])O.[Na+].I[C:26]1[C:34]2[C:29](=[CH:30][CH:31]=[C:32]([N:35]([S:43]([C:46]3[CH:51]=[CH:50][CH:49]=[CH:48][CH:47]=3)(=[O:45])=[O:44])C(OC(C)(C)C)=O)[CH:33]=2)[N:28](C(OC(C)(C)C)=O)[N:27]=1>CN(C)C=O>[NH:8]1[C:16]2[C:11](=[CH:12][CH:13]=[CH:14][CH:15]=2)[CH:10]=[C:9]1[C:26]1[C:34]2[C:29](=[CH:30][CH:31]=[C:32]([NH:35][S:43]([C:46]3[CH:51]=[CH:50][CH:49]=[CH:48][CH:47]=3)(=[O:44])=[O:45])[CH:33]=2)[NH:28][N:27]=1 |f:1.2|. Procedure: N-[3-(1H-Indol-2-yl)-1H-indazol-5-yl]benzenesulfonamide can be obtained in the following way: 158.1 mg of N-tert-butoxycarbonylindole-2-boronic acid and 360 μl of a saturated sodium hydrogencarbonate solution and then 48.2 mg of tetrakis(triphenyl-phosphine)palladium[0] are added to a solution of 101.9 mg of tert-butyl 3-iodo-5-(N-tert-butoxycarbonylbenzenesulfonylamino)indazole-1-carboxylate in 4.5 ml of dimethylformamide. The suspension is heated in the region of 122° C. for 16 hours. After co... The reactants are C(C1=CC=CC=C1)(=O)C1=CC=C(C(=O)N2CC3=C(CCC2)C=CO3)C=C1 (7-(4-benzoylbenzoyl)-5,6,7,8-tetrahydro-4H-furo[2,3-c]azepine), CNC (dimethylamine), C=O (formaldehyde). Run in C(C)(=O)O (acetic acid). Conditions: temperature 100 celsius, time 30 minute. Yields the product CN(C)CC1=CC2=C(CN(CCC2)C(C2=CC=C(C=C2)C(C2=CC=CC=C2)=O)=O)O1 (N,N-dimethyl-[7-(4-benzoylbenzoyl)-5,6,7,8-tetrahydro-4H-furo[2,3-c]azepin-2-ylmethyl]amine). As a reaction SMILES: [C:1]([C:9]1[CH:26]=[CH:25][C:12]([C:13]([N:15]2[CH2:21][CH2:20][CH2:19][C:18]3[CH:22]=[CH:23][O:24][C:17]=3[CH2:16]2)=[O:14])=[CH:11][CH:10]=1)(=[O:8])[C:2]1[CH:7]=[CH:6][CH:5]=[CH:4][CH:3]=1.[CH3:27][NH:28][CH3:29].[CH2:30]=O>C(O)(=O)C>[CH3:27][N:28]([CH2:30][C:23]1[O:24][C:17]2[CH2:16][N:15]([C:13](=[O:14])[C:12]3[CH:11]=[CH:10][C:9]([C:1](=[O:8])[C:2]4[CH:3]=[CH:4][CH:5]=[CH:6][CH:7]=4)=[CH:26][CH:25]=3)[CH2:21][CH2:20][CH2:19][C:18]=2[CH:22]=1)[CH3:29]. Procedure details: To a solution of 0.237 g (0.686 mmol) of 7-(4-benzoylbenzoyl)-5,6,7,8-tetrahydro-4H-furo[2,3-c]azepine in 20 ml of acetic acid, 74 mg (0.82 mmol) of 50% aqueous dimethylamine and 67 mg (0.82 mmol) of 37% aqueous formaldehyde were added, followed by stirring at 100° C. for 30 minutes. After the solvent was distilled off under reduced pressure, the residual solution was alkalified with aqueous sodium hydroxide and extracted with dichloromethane 3 times. The combined organic layer was dried over an... Starting materials: BrCc1ccccc1, O=C([O-])[O-], CC1(C)OCC(C)(C(=O)[O-])O1, CN(C)C=O, [K+], [K+], [Li+]. Yields the product CC1(C)OCC(C)(C(=O)OCc2ccccc2)O1. Reaction SMILES: [Br:13][CH2:14][c:15]1[cH:16][cH:17][cH:18][cH:19][cH:20]1.[C:21](=[O:22])([O-:23])[O-:24].[CH3:1][C:2]1([CH3:11])[O:3][CH2:4][C:5]([C:7](=[O:8])[O-:9])([CH3:10])[O:6]1.[CH3:27][N:28]([CH3:29])[CH:30]=[O:31].[K+:25].[K+:26].[Li+:12]>>[CH3:1][C:2]1([CH3:11])[O:3][CH2:4][C:5]([C:7](=[O:8])[O:9][CH2:14][c:15]2[cH:16][cH:17][cH:18][cH:19][cH:20]2)([CH3:10])[O:6]1.